Dataset: the Open Reaction Database (ORD), a public repository of structured organic reaction records. Task: describe an organic reaction: reactants, conditions, products, and yield Starting materials: CC(C)(C)OC(=O)NCCOc1cccc(C(=O)O)c1, CCN=C=NCCCN(C)C, CCN(C(C)C)C(C)C, NC1CCCCC1, CN(C)C=O, On1nnc2ccccc21. The product is CC(C)(C)OC(=O)NCCOc1cccc(C(=O)NC2CCCCC2)c1. Reaction SMILES: [C:1]([CH3:2])([CH3:3])([CH3:4])[O:5][C:6](=[O:7])[NH:8][CH2:9][CH2:10][O:11][c:12]1[cH:13][c:14]([C:15](=[O:16])[OH:17])[cH:18][cH:19][cH:20]1.[CH3:28][CH2:29][N:30]=[C:31]=[N:32][CH2:33][CH2:34][CH2:35][N:36]([CH3:37])[CH3:38].[CH:49]([N:50]([CH2:51][CH3:52])[CH:53]([CH3:54])[CH3:55])([CH3:56])[CH3:57].[NH2:21][CH:22]1[CH2:23][CH2:24][CH2:25][CH2:26][CH2:27]1.[O:58]=[CH:59][N:60]([CH3:61])[CH3:62].[OH:39][n:40]1[c:41]2[c:42]([cH:43][cH:44][cH:45][cH:46]2)[n:47][n:48]1>>[C:1]([CH3:2])([CH3:3])([CH3:4])[O:5][C:6](=[O:7])[NH:8][CH2:9][CH2:10][O:11][c:12]1[cH:13][c:14]([C:15](=[O:17])[NH:21][CH:22]2[CH2:23][CH2:24][CH2:25][CH2:26][CH2:27]2)[cH:18][cH:19][cH:20]1. The reactants are C=O (HCHO), N1C=CC2=CC=CC=C12 (indole), COC(\C=C\C=1C=C2C(CC3(CCN(CC3)C(=O)OC(C)(C)C)OC2=CC1)=O)=O ((E)-3-{1′-tert-butoxycarbonyl-4-oxo-spiro[chromane-2,4′-piperidine]-6-yl}-acrylic acid methyl ester), COC(\C=C\C=1C=C2C(CC3(CCN(CC3)C(=O)OC(C)(C)C)OC2=CC1)=O)=O ((E)-3-{1′-tert-butoxycarbonyl-4-oxo-spiro[chromane-2,4′-piperidine]-6-yl}-acrylic acid methyl ester), CC(=O)O (AcOH), C=O (HCHO). The solvent is CO (MeOH), O1CCOCC1 (dioxane). Run at time 20 minute. Product: COC(\C=C\C=1C=C2C(CC3(CCN(CC3)CC3=CNC4=CC=CC=C34)OC2=CC1)=O)=O ((E)-3-{1′-(1H-indol-3-ylmethyl)-4-oxo-spiro[chromane-2,4′-piperidine]-6-yl}-acrylic acid methyl ester). Isolated yield 57.7%. RXN SMILES: [CH3:1][O:2][C:3](=[O:29])/[CH:4]=[CH:5]/[C:6]1[CH:7]=[C:8]2[C:25](=[CH:26][CH:27]=1)[O:24][C:11]1([CH2:16][CH2:15][N:14]([C:17](OC(C)(C)C)=O)[CH2:13][CH2:12]1)[CH2:10][C:9]2=[O:28].CC(O)=O.C=O.[NH:36]1[C:44]2[C:39](=[CH:40][CH:41]=[CH:42][CH:43]=2)[CH:38]=[CH:37]1>CO.O1CCOCC1>[CH3:1][O:2][C:3](=[O:29])/[CH:4]=[CH:5]/[C:6]1[CH:7]=[C:8]2[C:25](=[CH:26][CH:27]=1)[O:24][C:11]1([CH2:12][CH2:13][N:14]([CH2:17][C:38]3[C:39]4[C:44](=[CH:43][CH:42]=[CH:41][CH:40]=4)[NH:36][CH:37]=3)[CH2:15][CH2:16]1)[CH2:10][C:9]2=[O:28]. Procedure details: A mixture of (E)-3-{4-oxo-spiro[chromane-2,4′-piperidine]-6-yl}-acrylic acid methyl ester (170 mg, 0.564 mmol, Intermediate 1 free base), AcOH (0.039 ml, 0.67 mmol), and HCHO (35% in H2O, 0.055 ml, 0.67 mmol) in MeOH (8 ml) and dioxane (2 ml) was stirred at RT for 20 min and then treated with indole (94 mg, 0.80 mmol). The resulting solution was stirred at RT overnight and then further HCHO (0.02 ml) was added. After heating at 50° C. for 4 h, the solvent was evaporated and the residue was disso... Reactants: [Br-], CC1CN(C2(C#N)CCN(C(=O)OC(C)(C)C)CC2)CCN1C1CCc2ccc(C(F)(F)F)cc21, C1CCOC1, C[Mg+]. The product is CC1CN(C2(C)CCN(C(=O)OC(C)(C)C)CC2)CCN1C1CCc2ccc(C(F)(F)F)cc21. As a reaction SMILES: [Br-:36].[C:1](#[N:2])[C:3]1([N:16]2[CH2:17][CH:18]([CH3:35])[N:19]([CH:22]3[CH2:23][CH2:24][c:25]4[cH:26][cH:27][c:28]([C:31]([F:32])([F:33])[F:34])[cH:29][c:30]43)[CH2:20][CH2:21]2)[CH2:4][CH2:5][N:6]([C:9](=[O:10])[O:11][C:12]([CH3:13])([CH3:14])[CH3:15])[CH2:7][CH2:8]1.[CH2:39]1[O:40][CH2:41][CH2:42][CH2:43]1.[CH3:37][Mg+:38]>>[CH3:1][C:3]1([N:16]2[CH2:17][CH:18]([CH3:35])[N:19]([CH:22]3[CH2:23][CH2:24][c:25]4[cH:26][cH:27][c:28]([C:31]([F:32])([F:33])[F:34])[cH:29][c:30]43)[CH2:20][CH2:21]2)[CH2:4][CH2:5][N:6]([C:9](=[O:10])[O:11][C:12]([CH3:13])([CH3:14])[CH3:15])[CH2:7][CH2:8]1. The reactants are C([O-])(O)=O.[Na+] (Sodium bicarbonate), N[C@H](C(=O)O)CC(=O)OC(C)(C)C ((S)-2-amino-4-tert-butoxy-4-oxobutanoic acid), COC1=CC(=C(C(=C1)C)S(=O)(=O)Cl)C (4-methoxy-2,6-dimethylbenzenesulfonic acid chloride). Solvent: O1CCOCC1.O (dioxane water), O1CCOCC1 (dioxane). Run at time 30 minute. Yields the product C(C)(C)(C)OC(C[C@@H](C(=O)O)NS(=O)(=O)C1=C(C=C(C=C1C)OC)C)=O ((S)-4-tert-Butoxy-2-(4-methoxy-2,6-dimethylphenylsulfonamido)-4-oxobutyric acid). The yield is 45.0%. RXN SMILES: C(=O)(O)[O-].[Na+].[NH2:6][C@@H:7]([CH2:11][C:12]([O:14][C:15]([CH3:18])([CH3:17])[CH3:16])=[O:13])[C:8]([OH:10])=[O:9].[CH3:19][O:20][C:21]1[CH:26]=[C:25]([CH3:27])[C:24]([S:28](Cl)(=[O:30])=[O:29])=[C:23]([CH3:32])[CH:22]=1>O1CCOCC1.O.O1CCOCC1>[C:15]([O:14][C:12](=[O:13])[CH2:11][C@H:7]([NH:6][S:28]([C:24]1[C:25]([CH3:27])=[CH:26][C:21]([O:20][CH3:19])=[CH:22][C:23]=1[CH3:32])(=[O:30])=[O:29])[C:8]([OH:10])=[O:9])([CH3:18])([CH3:17])[CH3:16] |f:0.1,4.5|. Reported procedure: Sodium bicarbonate (1.5 eq) was added to a suspension of (S)-2-amino-4-tert-butoxy-4-oxobutanoic acid (5.1 mmol, 1.2 eq) in dioxane/water (1:1, 20 ml) and the mixture was stirred for 30 min at room temperature. A solution of 4-methoxy-2,6-dimethylbenzenesulfonic acid chloride (4.3 mmol, 1.0 eq) in dioxane (10 ml) was added and the reaction mixture stirred for 16 h at room temperature. On completion of the reaction the organic solvent was removed under vacuum and the aqueous phase acidified with ...